From a dataset of the Open Reaction Database (ORD), a public repository of structured organic reaction records. describe an organic reaction: reactants, conditions, products, and yield Starting materials: [K] (potassium), FC=1C(NC(NC1)=O)=S (5-fluoro-4-thiouracil), C(C)I (ethyl iodide). Run in CO (methanol). Product: C(C)SC1=NC(NC=C1F)=O (4-Ethylthio-5-fluoropyrimid-2-one). Yield: 70.0%. RXN SMILES: [K].[F:2][C:3]1[C:4](=[S:10])[NH:5][C:6](=[O:9])[NH:7][CH:8]=1.[CH2:11](I)[CH3:12]>CO>[CH2:11]([S:10][C:4]1[C:3]([F:2])=[CH:8][NH:7][C:6](=[O:9])[N:5]=1)[CH3:12] |^1:0|. Procedure: The potassium salt of 5-fluoro-4-thiouracil (0.0065 mol) and ethyl iodide (0.014 mol) in methanol (40 ml) were stirred at room temperature for 6 days. The solutions were concentrated at reduced pressure and water (6 ml) added. The slowly precipitated product was recrystallised from water; yield 70%, m.p. 168° C. Starting materials: NC=1C(=NC(=CN1)Br)C(=O)OC (Methyl 3-amino-6-bromo-pyrazine-2-carboxylate), CN(C(=O)C1=CC=C(C=C1)B(O)O)C ([4-(dimethylcarbamoyl)phenyl]boronic acid), C([O-])([O-])=O.[Na+].[Na+] (sodium carbonate). Reagents/catalysts: C=1C=CC(=CC1)[P](C=2C=CC=CC2)(C=3C=CC=CC3)[Pd]([P](C=4C=CC=CC4)(C=5C=CC=CC5)C=6C=CC=CC6)([P](C=7C=CC=CC7)(C=8C=CC=CC8)C=9C=CC=CC9)[P](C=1C=CC=CC1)(C=1C=CC=CC1)C=1C=CC=CC1 (Pd(PPh3)4). The solvent is C(C)#N (acetonitrile), O (water). Reaction conditions: temperature 110 celsius. Yields the product NC=1C(=NC(=CN1)C1=CC=C(C=C1)C(N(C)C)=O)C(=O)OC (Methyl 3-amino-6-(4-(dimethylcarbamoyl)phenyl)pyrazine-2-carboxylate). Reaction SMILES: [NH2:1][C:2]1[C:3]([C:9]([O:11][CH3:12])=[O:10])=[N:4][C:5](Br)=[CH:6][N:7]=1.[CH3:13][N:14]([CH3:26])[C:15]([C:17]1[CH:22]=[CH:21][C:20](B(O)O)=[CH:19][CH:18]=1)=[O:16].C(=O)([O-])[O-].[Na+].[Na+]>C(#N)C.O.C1C=CC([P]([Pd]([P](C2C=CC=CC=2)(C2C=CC=CC=2)C2C=CC=CC=2)([P](C2C=CC=CC=2)(C2C=CC=CC=2)C2C=CC=CC=2)[P](C2C=CC=CC=2)(C2C=CC=CC=2)C2C=CC=CC=2)(C2C=CC=CC=2)C2C=CC=CC=2)=CC=1>[NH2:1][C:2]1[C:3]([C:9]([O:11][CH3:12])=[O:10])=[N:4][C:5]([C:20]2[CH:21]=[CH:22][C:17]([C:15](=[O:16])[N:14]([CH3:13])[CH3:26])=[CH:18][CH:19]=2)=[CH:6][N:7]=1 |f:2.3.4,^1:40,42,61,80|. Procedure details: Methyl 3-amino-6-bromo-pyrazine-2-carboxylate (6.012 g, 25.91 mmol), [4-(dimethylcarbamoyl)phenyl]boronic acid (5 g, 25.91 mmol), sodium carbonate (5.492 g, 51.82 mmol) and Pd(PPh3)4 (2.994 g, 2.591 mmol) in a mixture of acetonitrile (28.85 mL) and water (28.85 mL) was heated at 110° C. The reaction mixture was allowed to cool and the residual solid filtered off. The filtrate was diluted with EtOAc and water and the layers separated. The aqueous layer was acidified to pH4 (by addition of 1M HCl)... Starting materials: OC1=CC=C(C=C1)C1=CC=CC=C1 (4-hydroxy-1,1'-biphenyl), 3,4-dihydroxy-5-[2-(4-phenoxy)phenoxyethyl]-2(5H)-furanone, C(C1=CC=CC=C1)OC=1C(OC(C1OCC1=CC=CC=C1)CCO)=O (3,4-dibenzyloxy-5-(2-hydroxyethyl)-2(5H)-furanone). Run in hexanes, CCOCC (ether). Product: C1(=CC=C(C=C1)OCCC1C(=C(C(O1)=O)O)O)C1=CC=CC=C1 (5-[2-((1,1'-biphenyl)-4-oxy)ethyl]-3,4-dihydroxy-2(5H)-furanone). Yield: 32.0%. RXN SMILES: [OH:1][C:2]1[CH:7]=[CH:6][C:5]([C:8]2[CH:13]=[CH:12][CH:11]=[CH:10][CH:9]=2)=[CH:4][CH:3]=1.C([O:21][C:22]1[C:23](=[O:38])[O:24][CH:25]([CH2:35][CH2:36]O)[C:26]=1[O:27]CC1C=CC=CC=1)C1C=CC=CC=1>CCOCC>[C:5]1([C:8]2[CH:13]=[CH:12][CH:11]=[CH:10][CH:9]=2)[CH:4]=[CH:3][C:2]([O:1][CH2:36][CH2:35][CH:25]2[O:24][C:23](=[O:38])[C:22]([OH:21])=[C:26]2[OH:27])=[CH:7][CH:6]=1. Reported procedure: Mitsunoble coupling of 0.20 g (1.2 mmol) of 4-hydroxy-1,1'-biphenyl with 0.34 g (1.0 mmol) of 3,4-dibenzyloxy-5-(2-hydroxyethyl)-2(5H)-furanone and subsequent benzyl group deprotection by hydrogenation were performed in a similar manner as described in the synthesis of 3,4-dihydroxy-5-[2-(4-phenoxy)phenoxyethyl]-2(5H)-furanone to provide 100 mg (32% yield) of 5-[2-((1,1'-biphenyl)-4-oxy)ethyl]-3,4-dihydroxy-2(5H)-furanone as a white powder after trituration with ether and hexanes: 1H NMR (aceton... Yields the product C1(=CC=CC=C1)C1COC12OC2 (3-phenyl-1,5-dioxaspiro[3.2]hexane). The reactants are C=C1OCC1C1=CC=CC=C1 (2-methylene-3-phenyloxetane), CC1(OO1)C (DMDO). The yield is 99.0%. The solvent is C(Cl)Cl (CH2Cl2). Procedure details: A solution of 2-methylene-3-phenyloxetane (0.10 g, 0.69 mmol) in dry CH2Cl2 (˜0.5 M) was cooled to −78° C. A solution of DMDO (˜0.35 M in CH2Cl2, 1.0-1.2 equiv) was added dropwise with stirring. The reaction mixture was stirred at −78° C. for 1 hour after which the solvent was removed in vacuo to give 3-phenyl-1,5-dioxaspiro[3.2]hexane as a colorless oil (0.11 g, 99%) and as a mixture of diastereomers (93:7). Major diastereomer: 1H NMR (400 MHz, CDCl3) δ 7.33 (m, 5H), 4.85 (m, 1H), 4.49 (m, 2H),... As a reaction SMILES: [CH2:1]=[C:2]1[CH:5]([C:6]2[CH:11]=[CH:10][CH:9]=[CH:8][CH:7]=2)[CH2:4][O:3]1.CC1(C)O[O:14]1>C(Cl)Cl>[C:6]1([CH:5]2[C:2]3([CH2:1][O:14]3)[O:3][CH2:4]2)[CH:11]=[CH:10][CH:9]=[CH:8][CH:7]=1. Starting materials: C(C)C1NCCC2=C1N=CN2 (4-ethyl-4,5,6,7-tetrahydro-imidazo-[4,5-c]-pyridine), CN=C=O (methyl isocyanate). Run in O1CCOCC1 (dioxane), C(C)(=O)OCC (ethyl acetate). Product: C(C)C1N(CCC2=C1N=CN2)C(NC)=O (4-Ethyl-5-(N-methyl-carbamoyl)-4,5,6,7-tetrahydro-imidazo-[4,5-c]-pyridine). As a reaction SMILES: [CH2:1]([CH:3]1[C:8]2[N:9]=[CH:10][NH:11][C:7]=2[CH2:6][CH2:5][NH:4]1)[CH3:2].[CH3:12][N:13]=[C:14]=[O:15]>O1CCOCC1.C(OCC)(=O)C>[CH2:1]([CH:3]1[C:8]2[N:9]=[CH:10][NH:11][C:7]=2[CH2:6][CH2:5][N:4]1[C:14](=[O:15])[NH:13][CH3:12])[CH3:2]. Procedure details: A solution of 1.51 g of 4-ethyl-4,5,6,7-tetrahydro-imidazo-[4,5-c]-pyridine and 2.28 g of methyl isocyanate in 20 ml of dry dioxane is refluxed for 1.5 h. The solution is cooled and filtered. The solid collected is dissolved in 30 ml of methanol and treated with 7 ml of 2N sodium hydroxide for 2 h at room temperature. After neutralization the solution is extracted with chloroform. Evaporation of the solvent leaves a residue that is taken up in ethyl acetate. 1.05 g of the title compound, m.p. 24... The reactants are ClCC(=O)C=1C=C(C(O)=CC1)O (4-chloroacetylcatechol), [N-]=[N+]=[N-].[Na+] (sodium azide). The solvent is C(C)(=O)OCC (ethyl acetate), CN(C)C=O (DMF). Conditions: time 1 hour. Product: N(=[N+]=[N-])CC(=O)C=1C=C(C(O)=CC1)O (4-azidoacetylcatechol). Isolated yield 89.6%. RXN SMILES: Cl[CH2:2][C:3]([C:5]1[CH:6]=[C:7]([OH:12])[C:8](=[CH:10][CH:11]=1)[OH:9])=[O:4].[N-:13]=[N+:14]=[N-:15].[Na+]>CN(C=O)C.C(OCC)(=O)C>[N:13]([CH2:2][C:3]([C:5]1[CH:6]=[C:7]([OH:12])[C:8](=[CH:10][CH:11]=1)[OH:9])=[O:4])=[N+:14]=[N-:15] |f:1.2|. Reported procedure: To the solution of 4-chloroacetylcatechol (25 g) in DMF (200 ml) was added sodium azide (10.5 g), and the mixture was stirred at room temperature for 1 hour. The reaction mixture was diluted with ethyl acetate, washed with water and dried over anhydrous magnesium sulfate. After the solvent was evaporated, the solids thus obtained was washed with a solution of n-hexane:ether=5:1 to give 23.2 g of 4-azidoacetylcatechol (yield, 90%).